From a dataset of the Open Reaction Database (ORD), a public repository of structured organic reaction records. describe an organic reaction: reactants, conditions, products, and yield Starting materials: ON1N=NC2=C1C=CC=C2 (1-Hydroxybenzotriazole), COC1=C(C=CC=C1)[C@@H](C(=O)O)C ((S)-2-[2-methoxyphenyl]propionic acid), C1(CCCCC1)N=C=NC1CCCCC1 (N,N'-Dicyclohexylcarbodiimide), Cl.C1(=CC=CC=C1)C1(CCC([C@H]2CNC[C@@H]12)=O)C1=CC=CC=C1 ((3aR,7aR)-7,7-diphenyl-4-perhydroisoindolone hydrochloride), C(C)(C)N(C(C)C)CC (N,N-diisopropylethylamine). Run in CN(C=O)C (dimethylformamide), C(C)(=O)OCC (ethyl acetate), CN(C=O)C (dimethylformamide). Reaction conditions: time 1 hour. Yields the product C1(=CC=CC=C1)C1(CCC([C@H]2CN(C[C@@H]12)C([C@@H](C)C1=C(C=CC=C1)OC)=O)=O)C1=CC=CC=C1 ((3aR,7aR)-7,7-diphenyl-2-[(S)-2-(2-methoxyphenyl)propionyl]-4-perhydroisoindolone). The yield is 63.6%. RXN SMILES: ON1C2C=CC=CC=2N=N1.[CH3:11][O:12][C:13]1[CH:18]=[CH:17][CH:16]=[CH:15][C:14]=1[C@H:19]([CH3:23])[C:20]([OH:22])=O.C1(N=C=NC2CCCCC2)CCCCC1.Cl.[C:40]1([C:46]2([C:56]3[CH:61]=[CH:60][CH:59]=[CH:58][CH:57]=3)[C@H:54]3[C@H:50]([CH2:51][NH:52][CH2:53]3)[C:49](=[O:55])[CH2:48][CH2:47]2)[CH:45]=[CH:44][CH:43]=[CH:42][CH:41]=1.C(N(CC)C(C)C)(C)C>CN(C)C=O.C(OCC)(=O)C>[C:56]1([C:46]2([C:40]3[CH:45]=[CH:44][CH:43]=[CH:42][CH:41]=3)[C@H:54]3[C@H:50]([CH2:51][N:52]([C:20](=[O:22])[C@H:19]([C:14]4[CH:15]=[CH:16][CH:17]=[CH:18][C:13]=4[O:12][CH3:11])[CH3:23])[CH2:53]3)[C:49](=[O:55])[CH2:48][CH2:47]2)[CH:57]=[CH:58][CH:59]=[CH:60][CH:61]=1 |f:3.4|. Reported procedure: 1-Hydroxybenzotriazole (0.59 g) is added to a solution of (S)-2-[2-methoxyphenyl]propionic acid (0.75 g) of 84% optical purity prepared by the method of T. Matsumoto et al: Bull. Chem. Soc. Jpn., 58, 340 (1985), in dry dimethylformamide (15 cc) and the solution is then cooled to 0° C. N,N'-Dicyclohexylcarbodiimide (0.91 g) is added, the mixture is stirred for 1 hour at this temperature and a solution of (3aR,7aR)-7,7-diphenyl-4-perhydroisoindolone hydrochloride (1.44 g) and N,N-diisopropylethyla... The reactants are C(C1=CC=CC=C1)N1C=CC2=C1C(N(C(C2=N)C(=O)OC)C)=O (methyl 1-benzyl-4-imino-6-methyl-7-oxo-4,5,6,7-tetrahydro-1H-pyrrolo[2,3-c]pyridine-5-carboxylate), O (Water), C(C)(=O)O (Acetic Acid), OS(=O)(=O)O (H2SO4). Run in CO (Methanol). Conditions: temperature 90 celsius, time 8 hour. Yields the product C(C1=CC=CC=C1)N1C=CC2=C1C(N(C(=C2O)C(=O)OC)C)=O (methyl 1-benzyl-4-hydroxy-6-methyl-7-oxo-6,7-dihydro-1H-pyrrolo[2,3-c]pyridine-5-carboxylate). Yield: 76.0%. RXN SMILES: [CH2:1]([N:8]1[C:12]2[C:13](=[O:23])[N:14]([CH3:22])[CH:15]([C:18]([O:20][CH3:21])=[O:19])[C:16](=N)[C:11]=2[CH:10]=[CH:9]1)[C:2]1[CH:7]=[CH:6][CH:5]=[CH:4][CH:3]=1.O.C(O)(=[O:27])C.OS(O)(=O)=O>CO>[CH2:1]([N:8]1[C:12]2[C:13](=[O:23])[N:14]([CH3:22])[C:15]([C:18]([O:20][CH3:21])=[O:19])=[C:16]([OH:27])[C:11]=2[CH:10]=[CH:9]1)[C:2]1[CH:7]=[CH:6][CH:5]=[CH:4][CH:3]=1. Procedure: A solution of methyl 1-benzyl-4-imino-6-methyl-7-oxo-4,5,6,7-tetrahydro-1H-pyrrolo[2,3-c]pyridine-5-carboxylate (9.0 g, 28.9 mmol) in Methanol (100 mL) was treated with Water (40 mL) and Acetic Acid (50 mL), followed by H2SO4 (1.575 mL, 29.6 mmol), and the resultant was stirred at 90° C. overnight. The mixture was concentrated, diluted with water and then adjusted to pH>6 with saturated sodium bicarbonate. The mixture was extracted with Ethyl acetate, washed with brine, dried over Na2SO4, filter... The reactants are ClC1=NC=2C=CC3=C(C2N(C1=O)CC1=C(C=C(C=C1)OC)OC)C=CC=C3 (3-chloro-1-(2,4-dimethoxybenzyl)benzo[f]quinoxalin-2(1H)-one), O.NN (hydrazine hydrate). Solvent: ClCCl (dichloromethane). The product is COC1=C(CN2C(C(=NC=3C=CC4=C(C23)C=CC=C4)NN)=O)C=CC(=C1)OC (1-(2,4-Dimethoxybenzyl)-3-hydrazinobenzo[f]quinoxaline-2(1H)-one). Isolated yield 88.6%. Reaction SMILES: Cl[C:2]1[C:11](=[O:12])[N:10]([CH2:13][C:14]2[CH:19]=[CH:18][C:17]([O:20][CH3:21])=[CH:16][C:15]=2[O:22][CH3:23])[C:9]2[C:8]3[CH:24]=[CH:25][CH:26]=[CH:27][C:7]=3[CH:6]=[CH:5][C:4]=2[N:3]=1.O.[NH2:29][NH2:30]>ClCCl>[CH3:23][O:22][C:15]1[CH:16]=[C:17]([O:20][CH3:21])[CH:18]=[CH:19][C:14]=1[CH2:13][N:10]1[C:9]2[C:8]3[CH:24]=[CH:25][CH:26]=[CH:27][C:7]=3[CH:6]=[CH:5][C:4]=2[N:3]=[C:2]([NH:29][NH2:30])[C:11]1=[O:12] |f:1.2|. Procedure: A mixture of 3-chloro-1-(2,4-dimethoxybenzyl)benzo[f]quinoxalin-2(1H)-one (900 mg, 2.4 mmol) and hydrazine hydrate (250 μl, 5.1 mmol) in dichloromethane (70 ml) was stirred at room temperature. After 48 h the mixture was evaporated to dryness. The residue was triturated with ice/water, filtered and dried in vacuo to give 800 mg (85%) of the title compound. M.p. 182°-183° C., 1H-NMR (CDCl3): δ 3.80 (s, 3H), 3.85 (s, 3H), 4,15 (br. s, 2H), 5.58 (s, 2H), 6.45 (dd, 1H), 6.58 (d, 1H), 7.05 (d, 1H), 7... Reactants: [N+](=O)(O)[O-].CC1=NN(C(=C1)C)C(=N)N (3,5-dimethylpyrazol-1 carboxamidine nitrate), NCCCCCN1CN(C2(C1=O)CCN(CC2)CC2=CC=CC1=CC=CC=C21)C2=CC=CC=C2 (3-(5-Aminopentyl)-8-naphthalen-1-ylmethyl-1-phenyl-1,3,8-triaza-spiro[4.5]decan-4-one), di-trifluoroacetate, C(C)(C)N(CC)C(C)C (diisopropylethylamine), [N+](=O)(O)[O-].CC1=NN(C(=C1)C)C(=N)N (3,5-dimethylpyrazol-1-carboxamidine nitrate). The solvent is O (water), CN(C=O)C (dimethylformamide). Reaction conditions: time 1 hour. Product: C1(=CC=CC2=CC=CC=C12)CN1CCC2(C(N(CN2C2=CC=CC=C2)CCCCCNC(=N)N)=O)CC1 (N-(5-(8-Naphthalen-1-ylmethyl-4-oxo-1-phenyl-1,3,8,-triazaspiro[-4.5]dec-3-yl)pentyl)guanidine). Yield: 5.2%. RXN SMILES: [NH2:1][CH2:2][CH2:3][CH2:4][CH2:5][CH2:6][N:7]1[C:11](=[O:12])[C:10]2([CH2:17][CH2:16][N:15]([CH2:18][C:19]3[C:28]4[C:23](=[CH:24][CH:25]=[CH:26][CH:27]=4)[CH:22]=[CH:21][CH:20]=3)[CH2:14][CH2:13]2)[N:9]([C:29]2[CH:34]=[CH:33][CH:32]=[CH:31][CH:30]=2)[CH2:8]1.C(N(C(C)C)CC)(C)C.[N+]([O-])(O)=O.CC1C=C(C)[N:51]([C:55](N)=[NH:56])N=1>CN(C)C=O.O>[C:19]1([CH2:18][N:15]2[CH2:14][CH2:13][C:10]3([N:9]([C:29]4[CH:30]=[CH:31][CH:32]=[CH:33][CH:34]=4)[CH2:8][N:7]([CH2:6][CH2:5][CH2:4][CH2:3][CH2:2][NH:1][C:55]([NH2:56])=[NH:51])[C:11]3=[O:12])[CH2:17][CH2:16]2)[C:28]2[C:23](=[CH:24][CH:25]=[CH:26][CH:27]=2)[CH:22]=[CH:21][CH:20]=1 |f:2.3|. Reported procedure: 3-(5-Aminopentyl)-8-naphthalen-1-ylmethyl-1-phenyl-1,3,8-triaza-spiro[4.5]decan-4-one, di-trifluoroacetate (0.137 g, 0.2 mmol) prepared as described in Example 13, was dissolved in dimethylformamide (1 ml) and diisopropylethylamine (0.233 g, 1.8 mmol) and 3,5-dimethylpyrazol-1-carboxamidine nitrate (0.060 g, 0.3 mmol) was added. The mixture was stirred at room temperature for 1 h and the addition of an equal amount 3,5-dimethylpyrazol-1 carboxamidine nitrate was repeated. After stirring for 16 h... Reactants: C(=O)C1=CC=C(OCC=2N=C(OC2C)C=2C=C(C(=O)OC)C=CC2)C=C1 (methyl 3-{4-[(4-formylphenoxy)methyl]-5-methyl-1,3-oxazol-2-yl}benzoate), O (water), C(C)O (ethanol), [BH4-].[Na+] (sodium borohydride). Run in O1CCCC1 (tetrahydrofuran). Run at time 1 hour. Product: OCC1=CC=C(OCC=2N=C(OC2C)C=2C=C(C(=O)OC)C=CC2)C=C1 (methyl 3-(4-{[4-(hydroxymethyl)phenoxy]methyl}-5-methyl-1,3-oxazol-2-yl)benzoate). Yield: 90.5%. Reaction SMILES: [CH:1]([C:3]1[CH:26]=[CH:25][C:6]([O:7][CH2:8][C:9]2[N:10]=[C:11]([C:15]3[CH:16]=[C:17]([CH:22]=[CH:23][CH:24]=3)[C:18]([O:20][CH3:21])=[O:19])[O:12][C:13]=2[CH3:14])=[CH:5][CH:4]=1)=[O:2].C(O)C.[BH4-].[Na+].O>O1CCCC1>[OH:2][CH2:1][C:3]1[CH:4]=[CH:5][C:6]([O:7][CH2:8][C:9]2[N:10]=[C:11]([C:15]3[CH:16]=[C:17]([CH:22]=[CH:23][CH:24]=3)[C:18]([O:20][CH3:21])=[O:19])[O:12][C:13]=2[CH3:14])=[CH:25][CH:26]=1 |f:2.3|. Procedure: To a solution of methyl 3-{4-[(4-formylphenoxy)methyl]-5-methyl-1,3-oxazol-2-yl}benzoate (2.12 g) in tetrahydrofuran (30 mL)-ethanol (5 mL) was gradually added sodium borohydride (0.23 g) at room temperature. After stirring the reaction mixture at room temperature for 1 hr, water was added, and the mixture was extracted with ethyl acetate. The organic layer was washed with saturated brine, dried over anhydrous magnesium sulfate and concentrated to give methyl 3-(4-{[4-(hydroxymethyl)phenoxy]meth...